From a dataset of the Open Reaction Database (ORD), a public repository of structured organic reaction records. describe an organic reaction: reactants, conditions, products, and yield Reactants: [Al+3], CN(Cc1ccccc1)C1CCN(C(=O)C2=Cc3ccccc32)CC1, [H-], [H-], [H-], [H-], [Li+], C1CCOC1. Yields the product CN(Cc1ccccc1)C1CCN(CC2=Cc3ccccc32)CC1. Reaction SMILES: [Al+3:27].[C:1]1([C:9](=[O:10])[N:11]2[CH2:12][CH2:13][CH:14]([N:17]([CH3:18])[CH2:19][c:20]3[cH:21][cH:22][cH:23][cH:24][cH:25]3)[CH2:15][CH2:16]2)=[CH:2][c:3]2[c:4]1[cH:5][cH:6][cH:7][cH:8]2.[H-:26].[H-:29].[H-:30].[H-:31].[Li+:28].[O:32]1[CH2:33][CH2:34][CH2:35][CH2:36]1>>[C:1]1([CH2:9][N:11]2[CH2:12][CH2:13][CH:14]([N:17]([CH3:18])[CH2:19][c:20]3[cH:21][cH:22][cH:23][cH:24][cH:25]3)[CH2:15][CH2:16]2)=[CH:2][c:3]2[c:4]1[cH:5][cH:6][cH:7][cH:8]2.